Dataset: the Open Reaction Database (ORD), a public repository of structured organic reaction records. Task: describe an organic reaction: reactants, conditions, products, and yield Starting materials: ClC1=NC=CC2=C(C=CC=C12)O (1-chloro-5-hydroxyisoquinoline), C(CCC)P(CCCC)CCCC (tri(n-butyl)phosphine), C(C)(C)(C)OC(NCCCO)=O ((3-hydroxypropyl)carbamic acid tert-butyl ester), N(=NC(=O)N(C)C)C(=O)N(C)C (1,1′-azobis(N,N-dimethylformamide)). Run in O1CCCC1 (tetrahydrofuran). Run at time 24 hour. The product is C(C)(C)(C)OC(=O)NCCCOC1=C2C=CN=C(C2=CC=C1)Cl (N-(tert-butoxycarbonyl)-3-[(1-chloro-5-isoquinolyl)oxy]propylamine). As a reaction SMILES: [Cl:1][C:2]1[C:11]2[C:6](=[C:7]([OH:12])[CH:8]=[CH:9][CH:10]=2)[CH:5]=[CH:4][N:3]=1.[C:13]([O:17][C:18](=[O:24])[NH:19][CH2:20][CH2:21][CH2:22]O)([CH3:16])([CH3:15])[CH3:14].N(C(N(C)C)=O)=NC(N(C)C)=O.C(P(CCCC)CCCC)CCC>O1CCCC1>[C:13]([O:17][C:18]([NH:19][CH2:20][CH2:21][CH2:22][O:12][C:7]1[CH:8]=[CH:9][CH:10]=[C:11]2[C:6]=1[CH:5]=[CH:4][N:3]=[C:2]2[Cl:1])=[O:24])([CH3:16])([CH3:15])[CH3:14]. Procedure: A suspension of 1-chloro-5-hydroxyisoquinoline (539 mg, synthesized according to the method described in a reference (Georgian, V. et al., J. Org. Chem., 27, 4571 (1962))), (3-hydroxypropyl)carbamic acid tert-butyl ester (1.58 g, Tokyo Kasei Kogyo) and 1,1′-azobis(N,N-dimethylformamide) (1.55 g) in tetrahydrofuran (8 ml) was added with tri(n-butyl)phosphine (2.24 ml) with ice cooling and stirred at room temperature for 24 hours. The deposited solid was removed by filtration, and the solvent was ... Starting materials: C(CC=C)N1C(=O)N(C=2N=CN(C2C1=O)C)C (1-(3-Butenyl)-3,7-dimethylxanthine), C[N+]1(CCOCC1)[O-] (4-methylmorpholine-N-oxide), potassium osmate dihydrate, CC(=O)C (acetone), S(=O)([O-])[O-].[Na+].[Na+] (sodium sulphite). Run in O (water). Conditions: time 30 minute. Yields the product OC(CCN1C(=O)N(C=2N=CN(C2C1=O)C)C)CO (1-(3,4,-dihydroxybutyl)-3,7-dimethylxanthine). The yield is 67.7%. As a reaction SMILES: [CH2:1]([N:5]1[C:14](=[O:15])[C:13]2[N:12]([CH3:16])[CH:11]=[N:10][C:9]=2[N:8]([CH3:17])[C:6]1=[O:7])CC=C.C[N+]1([O-])CC[O:22]CC1.S([O-])([O-])=O.[Na+].[Na+].[CH3:32][C:33]([CH3:35])=[O:34]>O>[OH:34][CH:33]([CH2:35][OH:22])[CH2:32][CH2:1][N:5]1[C:14](=[O:15])[C:13]2[N:12]([CH3:16])[CH:11]=[N:10][C:9]=2[N:8]([CH3:17])[C:6]1=[O:7] |f:2.3.4|. Procedure details: A solution of 1-(3-Butenyl)-3,7-dimethylxanthine (5.8 g, 24.8 mmol), 4-methylmorpholine-N-oxide (3.63 g, 31 mmol) and potassium osmate dihydrate (18.3 mg; 0.05 mmol) in acetone (40 mL) and water (10 mL) was stirred for 6 hours. A solution of 20% aqueous sodium sulphite (20 ml) was added and stirred for 30 minutes. The reaction mixture was extracted with 25% ethanol/dichloromethane (4×250 mL). The combined organic extracts were dried over anhydrous magnesium sulfate and concentrated under reduced... The reactants are CC(C)(C)OC(=O)NCC(C)(C)c1ccc(C(=O)NCCc2ccc3[nH]cc(C#N)c3c2)cc1, ClCCl, O=C(O)C(F)(F)F, O. Yields the product CC(C)(CN)c1ccc(C(=O)NCCc2ccc3[nH]cc(C#N)c3c2)cc1. As a reaction SMILES: [C:1]([O:2][C:3](=[O:4])[NH:7][CH2:8][C:9]([CH3:10])([CH3:11])[c:12]1[cH:13][cH:14][c:15]([C:18]([NH:19][CH2:20][CH2:21][c:22]2[cH:23][c:24]3[c:25]([C:31]#[N:32])[cH:26][nH:27][c:28]3[cH:29][cH:30]2)=[O:33])[cH:16][cH:17]1)([CH3:5])([CH3:6])[CH3:34].[Cl:43][CH2:44][Cl:45].[F:35][C:36]([F:37])([F:38])[C:39]([OH:40])=[O:41].[OH2:42]>>[NH2:7][CH2:8][C:9]([CH3:10])([CH3:11])[c:12]1[cH:13][cH:14][c:15]([C:18]([NH:19][CH2:20][CH2:21][c:22]2[cH:23][c:24]3[c:25]([C:31]#[N:32])[cH:26][nH:27][c:28]3[cH:29][cH:30]2)=[O:33])[cH:16][cH:17]1. The reactants are CCOC(OCC)C(C)NN, CCOC=C(C#N)C(=O)OCC, CCOC(=O)c1cnn(C(C)C(OCC)OCC)c1N, CCO. Product: CCOC(OCC)C(C)n1ncc(C(=O)O)c1N. Reaction SMILES: [CH2:13]([O:14][CH:15]([O:16][CH2:17][CH3:18])[CH:19]([NH:20][NH2:21])[CH3:22])[CH3:23].[CH2:1]([O:2][C:3](=[O:4])[C:5](=[CH:6][O:7][CH2:8][CH3:9])[C:10]#[N:11])[CH3:12].[CH3:24][CH:25]([CH:26]([O:27][CH2:28][CH3:29])[O:30][CH2:31][CH3:32])[n:33]1[n:34][cH:35][c:36]([C:39](=[O:40])[O:41][CH2:42][CH3:43])[c:37]1[NH2:38].[CH3:44][CH2:45][OH:46]>>[CH3:24][CH:25]([CH:26]([O:27][CH2:28][CH3:29])[O:30][CH2:31][CH3:32])[n:33]1[n:34][cH:35][c:36]([C:39](=[O:40])[OH:41])[c:37]1[NH2:38]. The solvent is C(C)OCC (ethyl ether), CN(C=O)C (N,N-dimethylformamide). Yield: 27.5%. The product is COC=1C=CC2=C(C1)OC(C=1CN(CCC12)CCC1=CC=CC=C1)=O (8-Methoxy-3-phenethyl-1,2,3,4-tetrahydro-chromeno[3,4-c]pyridin-5-one). Procedure: A mixture of 8-methoxy-1,2,3,4-tetrahydro-chromeno[3,4-c]pyridin-5-one (1.5 g, 6.5 mmol), potassium carbonate (0.50 g, 4.7 mmol), and (2-bromethyl)benzene (1.0 mL, 1.4 g, 7.3 mmol) in 10 mL of N,N-dimethylformamide is heated at 900 for 18 hours. The cooled reaction mixture is added to 300 mL of water and 150 mL of ethyl ether. The insoluble material is filtered and washed with fresh ethyl ether. Recrystallization of the solid from aqueous 2-propanol gives 0.60 g (27%) of product; mp 135°-136° C. As a reaction SMILES: [CH3:1][O:2][C:3]1[CH:4]=[CH:5][C:6]2[C:16]3[CH2:15][CH2:14][NH:13][CH2:12][C:11]=3[C:10](=[O:17])[O:9][C:7]=2[CH:8]=1.C(=O)([O-])[O-].[K+].[K+].Br[CH2:25][CH2:26][C:27]1[CH:32]=[CH:31][CH:30]=[CH:29][CH:28]=1.O>CN(C)C=O.C(OCC)C>[CH3:1][O:2][C:3]1[CH:4]=[CH:5][C:6]2[C:16]3[CH2:15][CH2:14][N:13]([CH2:25][CH2:26][C:27]4[CH:32]=[CH:31][CH:30]=[CH:29][CH:28]=4)[CH2:12][C:11]=3[C:10](=[O:17])[O:9][C:7]=2[CH:8]=1 |f:1.2.3|. Reactants: O (water), COC=1C=CC2=C(C1)OC(C=1CNCCC12)=O (8-methoxy-1,2,3,4-tetrahydro-chromeno[3,4-c]pyridin-5-one), C([O-])([O-])=O.[K+].[K+] (potassium carbonate), BrCCC1=CC=CC=C1 ((2-bromethyl)benzene). The reactants are ClC1=CC=C(C=C1)C1=CN=C(O1)NC1=CC=CC=2CC=C(CC12)OCC (5-(4-chlorophenyl)-N-(7-ethoxy-5,8-dihydronaphthalen-1-yl)-1,3-oxazol-2-amine), C(C)OC1=CCC=2C=CC=C(C2C1)NC=1OC(=CN1)C1=CC=C(C=C1)C(F)(F)F (N-(7-ethoxy-5,8-dihydronaphthalen-1-yl)-5-[4-(trifluoromethyl)phenyl]-1,3-oxazol-2-amine). The product is N1(CCCC1)C1=CC=C(C=C1)C1=CN=C(O1)NC=1C=CC=C2CCC(CC12)=O (8-{[5-(4-pyrrolidin-1-ylphenyl)-1,3-oxazol-2-yl]amino}-3,4-dihydronaphthalen-2(1H)-one). RXN SMILES: Cl[C:2]1[CH:7]=[CH:6][C:5]([C:8]2[O:12][C:11]([NH:13][C:14]3[C:23]4[CH2:22][C:21]([O:24]CC)=[CH:20][CH2:19][C:18]=4[CH:17]=[CH:16][CH:15]=3)=[N:10][CH:9]=2)=[CH:4][CH:3]=1.C(OC1CC2C(NC3O[C:43]([C:46]4[CH:51]=CC(C(F)(F)F)=CC=4)=[CH:44][N:45]=3)=CC=CC=2CC=1)C>>[N:45]1([C:2]2[CH:3]=[CH:4][C:5]([C:8]3[O:12][C:11]([NH:13][C:14]4[CH:15]=[CH:16][CH:17]=[C:18]5[C:23]=4[CH2:22][C:21](=[O:24])[CH2:20][CH2:19]5)=[N:10][CH:9]=3)=[CH:6][CH:7]=2)[CH2:44][CH2:43][CH2:46][CH2:51]1. Procedure: The title compound was prepared using the procedure as described in Example 1I, substituting the product of Example 7B for the product of Example 1H. Reactants: C(C)(C)(C)OC(=O)N1CCN(CC1)C=1C(=NC=CN1)OCCO (2-[3-(4-tert-Butoxycarbonyl-1-piperazinyl)-2-pyrazinyloxy]ethanol), COC1=C(C=CC=C1)O (2-methoxyphenol), C1(=CC=CC=C1)P(C1=CC=CC=C1)C1=CC=CC=C1 (triphenylphosphine), N(=NC(=O)N(C)C)C(=O)N(C)C (1,1′-Azobis(N,N-dimethylformamide)). Run in C1CCOC1 (THF), CN(C)C=O (DMF), C1CCOC1 (THF). Run at time 15 hour. Yields the product N1(CCNCC1)C=1C(=NC=CN1)OCCOC1=C(C=CC=C1)OC (2-(2-Methoxyphenoxy)ethyl 3-(1-Piperazinyl)-2-pyrazinyl Ether). Yield: 10.9%. As a reaction SMILES: N(C(N(C)C)=O)=NC(N(C)C)=O.C(OC([N:20]1[CH2:25][CH2:24][N:23]([C:26]2[C:27]([O:32][CH2:33][CH2:34][OH:35])=[N:28][CH:29]=[CH:30][N:31]=2)[CH2:22][CH2:21]1)=O)(C)(C)C.[CH3:36][O:37][C:38]1[CH:43]=[CH:42][CH:41]=[CH:40][C:39]=1O.C1(P(C2C=CC=CC=2)C2C=CC=CC=2)C=CC=CC=1>C1COCC1.CN(C=O)C>[N:23]1([C:26]2[C:27]([O:32][CH2:33][CH2:34][O:35][C:39]3[CH:40]=[CH:41][CH:42]=[CH:43][C:38]=3[O:37][CH3:36])=[N:28][CH:29]=[CH:30][N:31]=2)[CH2:22][CH2:21][NH:20][CH2:25][CH2:24]1. Procedure details: 1,1′-Azobis(N,N-dimethylformamide) (TMAD; 60 mg, 0.35 mmol) was dissolved in THF (1 mL) and DMF (0.5 mL) and added to a stirred solution of the product from Step 2 (100 mg, 0.31 mmol), 2-methoxyphenol (124 mg, 1.00 mmol) and triphenylphosphine (92 mg, 0.35 mmol) in THF (1 mL). The reaction mixture was stirred for 15 h and then concentrated under reduced pressure. The residue was passed through a bed of silica gel using toluene/EtOAc/MeOH (45:45:10) as eluent, and the pure fractions were combined...